From a dataset of the Open Reaction Database (ORD), a public repository of structured organic reaction records. describe an organic reaction: reactants, conditions, products, and yield Reactants: [OH-].[Na+] (sodium hydroxide), C1(=CC=CC=C1)N1CCN(CC1)C(CC(C(=O)C1=CC=CC=C1)N)F (γ-(4-phenylpiperazino)-2-amino-4-fluorobutyrophenone), N(=O)[O-].[Na+] (sodium nitrite), diazonium salt, [PH2](=O)O (hypophosphorous acid). Run in O (water), Cl (hydrochloric acid). Reaction conditions: time 90 minute. Yields the product C1(=CC=CC=C1)N1CCN(CC1)C(CCC(=O)C1=CC=CC=C1)F (γ-(4-phenylpiperazino)-4-fluorobutyrophenone). Reaction SMILES: [C:1]1([N:7]2[CH2:12][CH2:11][N:10]([CH:13]([F:25])[CH2:14][CH:15](N)[C:16]([C:18]3[CH:23]=[CH:22][CH:21]=[CH:20][CH:19]=3)=[O:17])[CH2:9][CH2:8]2)[CH:6]=[CH:5][CH:4]=[CH:3][CH:2]=1.N([O-])=O.[Na+].[PH2](O)=O.[OH-].[Na+]>Cl.O>[C:1]1([N:7]2[CH2:8][CH2:9][N:10]([CH:13]([F:25])[CH2:14][CH2:15][C:16]([C:18]3[CH:23]=[CH:22][CH:21]=[CH:20][CH:19]=3)=[O:17])[CH2:11][CH2:12]2)[CH:2]=[CH:3][CH:4]=[CH:5][CH:6]=1 |f:1.2,4.5|. Procedure: To a cooled solution of 3.4 g of γ-(4-phenylpiperazino)-2-amino-4-fluorobutyrophenone in 100 ml of lN hydrochloric acid was added dropwise 0.7 g of sodium nitrite dissolved in 10 ml of water under stirring at a temperature below 0°C. The resulting diazonium salt solution was added to a cooled solution of 20 ml of 50 % hypophosphorous acid with vigorous stirring. The stirring was continued for 90 minutes below 0°C and the reaction mixture was stored in a refrigerator overnight. The cold reaction ... The reactants are O (water), O (Water), OC1=C(C=C(CO)C=C1)OC (4-hydroxy-3-methoxybenzyl alcohol), [C-]#N.[Na+] (sodium cyanide), ClC1=CC=C(C=C1)C=CCCl (1-chloro-4-(3-chloro-propenyl)-benzene). Solvent: CO (methanol), [Co] (cobalt), C(C)(=O)OCC (ethyl acetate), CN(C=O)C (dimethylformamide). Conditions: time 3 hour. Yields the product ClC1=CC=C(C=C1)C=CCOC1=C(C=C(C=C1)CCN)OC (2-{4-[3-(4-Chloro-phenyl)-allyloxy]-3-methoxy-phenyl}-ethylamine). RXN SMILES: [OH:1][C:2]1[CH:9]=[CH:8][C:5]([CH2:6]O)=[CH:4][C:3]=1[O:10][CH3:11].[C-:12]#[N:13].[Na+].[Cl:15][C:16]1[CH:21]=[CH:20][C:19]([CH:22]=[CH:23][CH2:24]Cl)=[CH:18][CH:17]=1.O>CN(C)C=O.CO.[Co].C(OCC)(=O)C>[Cl:15][C:16]1[CH:21]=[CH:20][C:19]([CH:22]=[CH:23][CH2:24][O:1][C:2]2[CH:9]=[CH:8][C:5]([CH2:6][CH2:12][NH2:13])=[CH:4][C:3]=2[O:10][CH3:11])=[CH:18][CH:17]=1 |f:1.2|. Reported procedure: A mixture of 4-hydroxy-3-methoxybenzyl alcohol (76.1 g) and sodium cyanide (19.9 g) in dimethylformamide (250 ml) is stirred under an atmosphere of nitrogen for 3 hours at +120° C. The reaction mixture is cooled to +90° C. and 1-chloro-4-(3-chloro-propenyl)-benzene is added. The mixture is stirred at said temperature for 2 hours. After cooling it is poured into water (1000 ml) and extracted with ethyl acetate (2×500 ml). The organic layers are washed with brine (2×500 ml), dried (MgSO4) and evap...